From a dataset of the Open Reaction Database (ORD), a public repository of structured organic reaction records. describe an organic reaction: reactants, conditions, products, and yield The reactants are C1OC=2C=C(C(CBr)=O)C=CC2OC1 (3,4-(ethylenedioxy)phenacyl bromide), N1(CCOCC1)CCCNC(=S)N ((3-morpholin-4-yl-propyl)-thiourea), C(C)(C)N(C(C)C)CC (N,N-diisopropylethylamine), S1C(=CC=C1)C(=O)Cl (thiophene-2-carbonyl chloride). Solvent: C(C)O (ethanol). The product is O1C2=C(OCC1)C=C(C=C2)C=2N=C(SC2)N(C(=O)C=2SC=CC2)CCCN2CCOCC2 (N-(4-(2,3-Dihydrobenzo[b][1,4]dioxin-6-yl)thiazol-2-yl)-N-(3-morpholinopropyl)thiophene-2-carboxamide). Isolated yield 50.9%. As a reaction SMILES: [CH2:1]1[CH2:14][O:13][C:12]2[CH:11]=[CH:10][C:5]([C:6](=O)[CH2:7]Br)=[CH:4][C:3]=2[O:2]1.[N:15]1([CH2:21][CH2:22][CH2:23][NH:24][C:25]([NH2:27])=[S:26])[CH2:20][CH2:19][O:18][CH2:17][CH2:16]1.C(N(CC)C(C)C)(C)C.[S:37]1[CH:41]=[CH:40][CH:39]=[C:38]1[C:42](Cl)=[O:43]>C(O)C>[O:13]1[CH2:14][CH2:1][O:2][C:3]2[CH:4]=[C:5]([C:6]3[N:27]=[C:25]([N:24]([CH2:23][CH2:22][CH2:21][N:15]4[CH2:16][CH2:17][O:18][CH2:19][CH2:20]4)[C:42]([C:38]4[S:37][CH:41]=[CH:40][CH:39]=4)=[O:43])[S:26][CH:7]=3)[CH:10]=[CH:11][C:12]1=2. Procedure details: A mixture of 3,4-(ethylenedioxy)phenacyl bromide (77 mg, 0.3 mmol) and (3-morpholin-4-yl-propyl)-thiourea (61 mg, 0.3 mmol) in dry ethanol (3 mL) was heated at reflux for 10 min, cooled to room temperature, and concentrated in vacuo. The resulting residue was suspended in dichloromethane (3 mL) followed by the addition of N,N-diisopropylethylamine (105 μL, 0.6 mmol) and thiophene-2-carbonyl chloride (34 μL, 0.32 mmol). The reaction mixture was maintained at room temperature overnight, then conce...